Dataset: the Open Reaction Database (ORD), a public repository of structured organic reaction records. Task: describe an organic reaction: reactants, conditions, products, and yield Procedure: In 300 ml of acetone were dissolved 3 g (7.5 mmole) of the product containing as a main component (3R, 4R)-4-acetoxy-3-[(R)-1-t-butyldimethylsilyloxyethyl]-1-(1-methoxycarbonyl-2-methylprop-1-enyl)azetidin-2-one, which had been obtained in Preparation 5. To the solution was added a solution of 6.43 g (30.1 mmole) of sodium metaperiodate and 120 mg of potassium permanganate in a mixture of 150 ml of water and 150 ml of a 0.1 M phosphate buffer solution (pH 7.02) at about 18° C. over 30 minutes, a... Product: C(C)(=O)O[C@@H]1[C@H](C(N1)=O)[C@@H](C)O[Si](C)(C)C(C)(C)C ((3R, 4R)-4-Acetoxy-3-[(R)-1-t-butyldimethylsilyloxyethyl]azetidin-2-one). The solvent is CC(=O)C (acetone), O (water). Conditions: time 4 hour. Reaction SMILES: [C:1]([O:4][C@H:5]1[N:8](C(C(OC)=O)=C(C)C)[C:7](=[O:17])[C@@H:6]1[C@H:18]([O:20][Si:21]([C:24]([CH3:27])([CH3:26])[CH3:25])([CH3:23])[CH3:22])[CH3:19])(=[O:3])[CH3:2].I([O-])(=O)(=O)=O.[Na+].[Mn]([O-])(=O)(=O)=O.[K+].P([O-])([O-])([O-])=O>CC(C)=O.O>[C:1]([O:4][C@H:5]1[NH:8][C:7](=[O:17])[C@@H:6]1[C@H:18]([O:20][Si:21]([C:24]([CH3:25])([CH3:27])[CH3:26])([CH3:22])[CH3:23])[CH3:19])(=[O:3])[CH3:2] |f:1.2,3.4|. Starting materials: product, P(=O)([O-])([O-])[O-] (phosphate), C(C)(=O)O[C@@H]1[C@H](C(N1C(=C(C)C)C(=O)OC)=O)[C@@H](C)O[Si](C)(C)C(C)(C)C ((3R, 4R)-4-acetoxy-3-[(R)-1-t-butyldimethylsilyloxyethyl]-1-(1-methoxycarbonyl-2-methylprop-1-enyl)azetidin-2-one), I(=O)(=O)(=O)[O-].[Na+] (sodium metaperiodate), [Mn](=O)(=O)(=O)[O-].[K+] (potassium permanganate). Isolated yield 43.3%. Starting materials: O=C(O)Cc1ccc2c(c1)C(=O)c1ccccc1CO2, NCc1ccc(F)cc1F. The reagents and catalysts are C1CCN(C1)[P+](N2CCCC2)(N3CCCC3)Cl.F[P-](F)(F)(F)(F)F (PyCloP), CCN(C(C)C)C(C)C (DIPEA), C1=CC=C2C(=C1)N=NN2O (HOBt). Solvent: CN(C)C=O (DMF), CN(C)C=O (DMF), CN(C)C=O (DMF), CN(C)C=O (DMF), CN(C)C=O (DMF), CN(C)C=O (DMF). Reaction conditions: temperature 25 celsius, time 2 hour. Product: O=C(Cc1ccc2c(c1)C(=O)c1ccccc1CO2)NCc1ccc(F)cc1F. The yield is 45.2%. As a reaction SMILES: NCc1ccc(F)cc1F.O=C(O)Cc1ccc2c(c1)C(=O)c1ccccc1CO2.C1CCN(C1)[P+](N2CCCC2)(N3CCCC3)Cl.F[P-](F)(F)(F)(F)F.C1=CC=C2C(=C1)N=NN2O.CCN(C(C)C)C(C)C.CN(C)C=O>>O=C(Cc1ccc2c(c1)C(=O)c1ccccc1CO2)NCc1ccc(F)cc1F. Starting materials: C(C1=CC=CC=C1)N (benzylamine), (S)-benzyl 2-((S)-2-(hexadecylcarbamoyl)pyrrolidine-1-carbonyl) pyrrolidine-1-carboxylate, ClC1=CC=C(CCN)C=C1 (4-chlorophenethylamine), COC1=C(N)C=C(C=C1)C(F)(F)F (2-methoxy-5-(trifluoromethyl)aniline), C(CCCCCCCCCCCCCC)N (pentadecylamine), C(CCCCCCCCC)NC(=O)[C@H]1N(CCC1)C(=O)[C@H]1N(CCC1)C(=O)OCC1=CC=CC=C1 ((S)-benzyl 2-((S)-2-(decylcarbamoyl)pyrrolidine-1-carbonyl)pyrrolidine-1-carboxylate), COC1=C(C=C(C=C1)C(F)(F)F)NC(=O)[C@H]1N(CCC1)C(=O)[C@H]1N(CCC1)C(=O)OCC1=CC=CC=C1 ((S)-benzyl 2-((S)-2-((2-methoxy-5-(trifluoromethyl)phenyl)carbamoyl)pyrrolidine-1-carbonyl)pyrrolidine-1-carboxylate), C(CCCCCCCCC)N (n-decylamine), COC1=C(CCN)C=CC=C1 (2-methoxyphenethylamine), (S)-benzyl 2-((S)-2-((3,4-dichlorobenzyl)carbamoyl)pyrrolidine-1-carbonyl) pyrrolidine-1-carboxylate, ClC1=CC=C(CCNC(=O)[C@H]2N(CCC2)C(=O)[C@H]2N(CCC2)C(=O)OCC2=CC=CC=C2)C=C1 ((S)-benzyl 2-((S)-2-((4-chlorophenethyl)carbamoyl)pyrrolidine-1-carbonyl)pyrrolidine-1-carboxylate), C(C1=CC=CC=C1)OC(=O)N1[C@@H](CCC1)C(=O)N1[C@@H](CCC1)C(NCCCCCCCCCCCCCCC)=O ((S)-benzyl-2-((S)-2-(pentadecylcarbamoyl)pyrrolidine-1-carbonyl)pyrrolidine-1-carboxylate), C(CCCCCCCCCCCCCCC)N (hexadecylamine), ClC=1C=C(CN)C=CC1Cl (3,4-dichlorobenzylamine), (S)-benzyl 2-((S)-2-((2-methoxyphenethyl)carbamoyl)pyrrolidine-1-carbonyl) pyrrolidine-1-carboxylate. Reaction SMILES: [CH2:1]([NH2:8])[C:2]1[CH:7]=[CH:6][CH:5]=[CH:4][CH:3]=1.Cl[C:10]1[CH:11]=[C:12]([CH:15]=[CH:16][C:17]=1Cl)[CH2:13]N.ClC1C=CC(CCN[C:27]([C@@H:29]2[CH2:33][CH2:32][CH2:31][N:30]2[C:34]([C@@H:36]2[CH2:40][CH2:39][CH2:38][N:37]2[C:41]([O:43]CC2C=CC=CC=2)=[O:42])=[O:35])=[O:28])=CC=1.ClC1C=CC(CCN)=CC=1.COC1C=CC=CC=1CCN.C(NC([C@@H]1CCCN1C([C@@H]1CCCN1C(OCC1C=CC=CC=1)=O)=O)=O)CCCCCCCCC.C(N)CCCCCCCCC.C(N)CCCCCCCCCCCCCCC.C(OC(N1CCC[C@H]1C(N1CCC[C@H]1C(=O)NCCCCCCCCCCCCCCC)=O)=O)C1C=CC=CC=1.C(N)CCCCCCCCCCCCCC.COC1C=CC(C(F)(F)F)=CC=1NC([C@@H]1CCCN1C([C@@H]1CCCN1C(OCC1C=CC=CC=1)=O)=O)=O.COC1C=CC(C(F)(F)F)=CC=1N>>[CH2:1]([NH:8][C:27]([C@@H:29]1[CH2:33][CH2:32][CH2:31][N:30]1[C:34]([C@@H:36]1[CH2:40][CH2:39][CH2:38][N:37]1[C:41]([O:43][CH2:13][C:12]1[CH:15]=[CH:16][CH:17]=[CH:10][CH:11]=1)=[O:42])=[O:35])=[O:28])[C:2]1[CH:7]=[CH:6][CH:5]=[CH:4][CH:3]=1. Procedure: From benzylamine. (87%); 1H NMR (400 MHz, CDCl3) δ 7.55 (bd, J=6.3 Hz, 1H), 7.31 (m, 4H), 7.28-7.14 (m, 6H), 5.21-5.07 (m, 1H), 5.07-4.88 (m, 1H), 4.71-4.48 (m, 1H), 4.48-4.14 (m, 3H), 3.71 (dd, J=16.5, 8.6 Hz, 1H), 3.66-3.43 (m, 3H), 3.43-3.22 (m, 1H), 2.62-1.96 (m, 4H), 1.96-1.33 (m, 4H). MS (ESI+) m/z 458.1; calcd for C25H29N3O4Na (MNa+): 458.21. RS-33-2: (S)-benzyl 2-((S)-2-((3,4-dichlorobenzyl)carbamoyl)pyrrolidine-1-carbonyl) pyrrolidine-1-carboxylate. From 3,4-dichlorobenzylamine. (69%); ... Yields the product C(C1=CC=CC=C1)NC(=O)[C@H]1N(CCC1)C(=O)[C@H]1N(CCC1)C(=O)OCC1=CC=CC=C1 ((S)-benzyl 2-((S)-2-(benzylcarbamoyl)pyrrolidine-1-carbonyl)pyrrolidine-1-carboxylate). Reactants: CCC(C)C(=O)O, Cl, Cl, Cl, NC1CCC(CCN2CCN(c3nccc4c3OCC4)CC2)CC1. Yields the product CCC(C)C(=O)NC1CCC(CCN2CCN(c3nccc4c3OCC4)CC2)CC1. RXN SMILES: [CH3:28][CH:29]([C:30](=[O:31])[OH:32])[CH2:33][CH3:34].[ClH:1].[ClH:2].[ClH:3].[O:4]1[CH2:5][CH2:6][c:7]2[c:8]1[c:9]([N:13]1[CH2:14][CH2:15][N:16]([CH2:19][CH2:20][CH:21]3[CH2:22][CH2:23][CH:24]([NH2:27])[CH2:25][CH2:26]3)[CH2:17][CH2:18]1)[n:10][cH:11][cH:12]2>>[O:4]1[CH2:5][CH2:6][c:7]2[c:8]1[c:9]([N:13]1[CH2:14][CH2:15][N:16]([CH2:19][CH2:20][CH:21]3[CH2:22][CH2:23][CH:24]([NH:27][C:30]([CH:29]([CH3:28])[CH2:33][CH3:34])=[O:31])[CH2:25][CH2:26]3)[CH2:17][CH2:18]1)[n:10][cH:11][cH:12]2. The reactants are ClC=1C=CC2=C(C(=NCC(=N2)NCC(=O)CN(C)C)C2=CC=CC=C2)C1 (7-chloro-5-phenyl-2-[[3-(dimethylamino)acetonyl]amino]-3H-1,4-benzodiazepine), ethylene ketal. Solvent: C(COCCO)O (diethylene glycol). Product: N1C=CN=CC2=C1C=CC=C2 ([1,4]benzodiazepine). RXN SMILES: Cl[C:2]1[CH:3]=[CH:4][C:5]2[N:11]=[C:10](NCC(CN(C)C)=O)[CH2:9][N:8]=[C:7](C3C=CC=CC=3)[C:6]=2[CH:26]=1>C(O)COCCO>[NH:11]1[C:5]2[CH:4]=[CH:3][CH:2]=[CH:26][C:6]=2[CH:7]=[N:8][CH:9]=[CH:10]1. Reported procedure: A suspension of 7-chloro-5-phenyl-2-[[3-(dimethylamino)acetonyl]amino]-3H-1,4-benzodiazepine, ethylene ketal (1.5 mmole) is heated to 110 to 120° in diethylene glycol under nitrogen for 20 hours. The above mixture is cooledand evaporated to dryness in vacuo leaving behind a white oil. This is crystallized from ethyl acetate/hexane to give 8-chloro-1-[(dimethylamino)methyl]-6-phenyl-4H-imidazo]1,2-a][1,4]benzodiazepine of melting point 181°--182° C.